Task: describe an organic reaction: reactants, conditions, products, and yield. Dataset: the Open Reaction Database (ORD), a public repository of structured organic reaction records Reactants: CC(C)(C)NCCCOC1=C(C=CC=C1)C(=O)C1=C2C=CNC2=CC=C1 ([2-[3-[(1,1-dimethyl-ethyl)-amino]-propoxy]-phenyl]-(1H-indol-4-yl)-methanone), C(C1=CC=CC=C1)(=O)O (benzoic acid). Product: C(C1=CC=CC=C1)(=O)O.CC(C)(C)NCCCOC1=C(C=CC=C1)C(=O)C1=C2C=CNC2=CC=C1 ([2-[3-[(1,1-dimethyl ethyl)-amino]-propoxy]-phenyl]-(1H-indol-4-yl)-methanone benzoate). Yield: 84.5%. Reaction SMILES: [CH3:1][C:2]([NH:5][CH2:6][CH2:7][CH2:8][O:9][C:10]1[CH:15]=[CH:14][CH:13]=[CH:12][C:11]=1[C:16]([C:18]1[CH:26]=[CH:25][CH:24]=[C:23]2[C:19]=1[CH:20]=[CH:21][NH:22]2)=[O:17])([CH3:4])[CH3:3].[C:27]([OH:35])(=[O:34])[C:28]1[CH:33]=[CH:32][CH:31]=[CH:30][CH:29]=1>>[C:27]([OH:35])(=[O:34])[C:28]1[CH:33]=[CH:32][CH:31]=[CH:30][CH:29]=1.[CH3:4][C:2]([NH:5][CH2:6][CH2:7][CH2:8][O:9][C:10]1[CH:15]=[CH:14][CH:13]=[CH:12][C:11]=1[C:16]([C:18]1[CH:26]=[CH:25][CH:24]=[C:23]2[C:19]=1[CH:20]=[CH:21][NH:22]2)=[O:17])([CH3:1])[CH3:3] |f:2.3|. Procedure: Using the procedure of Step G of Example 1, 3.0 g of the product of Step F, 1.05 g of benzoic acid were reacted to obtain 3.42 g of the product melting at 162° C., which was crystallized from isopropanol to obtain 2.73 g of the desired pure product melting at 162° C.